From a dataset of the Open Reaction Database (ORD), a public repository of structured organic reaction records. describe an organic reaction: reactants, conditions, products, and yield Product: COCCOC(=O)Nc1cccc(CO)c1. Reactants: CCOC(C)=O, COCCOC(=O)Cl, Nc1cccc(CO)c1, C1CCOC1. As a reaction SMILES: [CH3:18][CH2:19][O:20][C:21](=[O:22])[CH3:23].[Cl:10][C:11](=[O:12])[O:13][CH2:14][CH2:15][O:16][CH3:17].[NH2:1][c:2]1[cH:3][c:4]([CH2:5][OH:6])[cH:7][cH:8][cH:9]1.[O:24]1[CH2:25][CH2:26][CH2:27][CH2:28]1>>[NH:1]([c:2]1[cH:3][c:4]([CH2:5][OH:6])[cH:7][cH:8][cH:9]1)[C:11](=[O:12])[O:13][CH2:14][CH2:15][O:16][CH3:17]. The reactants are C(C)(C)(C)OC(=O)N1CCC(CC1)N1N=CC(=C1)C=1C=NC(=C(C1)C=1OC2=C(C1Cl)C=CC=C2)N (4-{4-[6-Amino-5-(3-chlorobenzofuran-2-yl)-pyridin-3-yl]-pyrazol-1-yl}-piperidine-1-carboxylic acid tert-butyl ester), C(Cl)Cl (DCM), Cl (HCl), CCOCC (Et2O). Conditions: time 8.5 hour. Product: Cl.Cl.ClC1=C(OC2=C1C=CC=C2)C=2C(=NC=C(C2)C=2C=NN(C2)C2CCNCC2)N (3-(3-Chlorobenzofuran-2-yl)-5-(1-piperidin-4-yl-1H-pyrazol-4-yl)-pyridin-2-ylamine dihydrochloride). Reaction SMILES: C(OC([N:8]1[CH2:13][CH2:12][CH:11]([N:14]2[CH:18]=[C:17]([C:19]3[CH:20]=[N:21][C:22]([NH2:35])=[C:23]([C:25]4[O:26][C:27]5[CH:34]=[CH:33][CH:32]=[CH:31][C:28]=5[C:29]=4[Cl:30])[CH:24]=3)[CH:16]=[N:15]2)[CH2:10][CH2:9]1)=O)(C)(C)C.C(Cl)[Cl:37].Cl.CCOCC>>[ClH:30].[ClH:37].[Cl:30][C:29]1[C:28]2[CH:31]=[CH:32][CH:33]=[CH:34][C:27]=2[O:26][C:25]=1[C:23]1[C:22]([NH2:35])=[N:21][CH:20]=[C:19]([C:17]2[CH:16]=[N:15][N:14]([CH:11]3[CH2:10][CH2:9][NH:8][CH2:13][CH2:12]3)[CH:18]=2)[CH:24]=1 |f:4.5.6|. Reported procedure: To a solution of 4-{4-[6-Amino-5-(3-chlorobenzofuran-2-yl)-pyridin-3-yl]-pyrazol-1-yl}-piperidine-1-carboxylic acid tert-butyl ester (78.0 mg, 0.158 mmol) in DCM (2.5 mL, 39 mmol) was added 1.0 M of HCl in Et2O (1.5 mL; 1.5 mmol), and the mixture was stirred at ambient temperature for 8.5 h. The solid formed was filtered off, washed with DCM, and dried in vacuo overnight, yielding the title compound as yellow solid. 1H NMR (400 MHz, DMSO-d6): δ=9.20-9.09 (brm, 1H), 9.02-8.91 (brm, 1H), 8.57 (d, ... Reactants: solid, O.NC1=C(C(=NC(=N1)C1CC1)C(=O)O)Cl (6-amino-5-chloro-2-cyclopropyl-4-pyrimidinecarboxylic acid monohydrate), CO (methanol), S(=O)(Cl)Cl (Thionyl chloride), [OH-].[Na+] (NaOH), Cl (hydrochloric acid). Run at temperature 60 celsius. Yields the product NC1=C(C(=NC(=N1)C1CC1)C(=O)OC)Cl (methyl 6-amino-5-chloro-2-cyclopropyl-4-pyrimidine-carboxylate). Yield: 80.0%. RXN SMILES: O.[NH2:2][C:3]1[N:8]=[C:7]([CH:9]2[CH2:11][CH2:10]2)[N:6]=[C:5]([C:12]([OH:14])=[O:13])[C:4]=1[Cl:15].S(Cl)(Cl)=O.[OH-].[Na+].Cl.[CH3:23]O>>[NH2:2][C:3]1[N:8]=[C:7]([CH:9]2[CH2:11][CH2:10]2)[N:6]=[C:5]([C:12]([O:14][CH3:23])=[O:13])[C:4]=1[Cl:15] |f:0.1,3.4|. Procedure details: A 1-L flask equipped with a nitrogen bubbler connected to a trap and caustic-containing scrubber, an addition funnel, reflux condenser and thermocouple, was charged with 6-amino-5-chloro-2-cyclopropyl-4-pyrimidinecarboxylic acid monohydrate (144 g, 0.62 mol) and methanol (500 mL). Thionyl chloride (185 g, 115 mL, 1.58 mol) was added over about 30 minutes with cooling, and then the reaction mixture was heated at 60° C. for 12 h. The resulting mixture was concentrated at 40-45° C./6 kPa to remove ... Starting materials: [H-].[Na+] (Sodium hydride), C1(C=2C(C(N1)=O)=CC=CC2)=O (phthalimide), C(C)(C)(C)OC([C@@H](CCCI)NC(=O)OC(C)(C)C)=O ((2R)-(t-butyloxycarbonylamino)-5-iodopentanoic acid t-butyl ester). The reagents and catalysts are C1COCCOCCOCCOCCOCCO1 (18-crown-6). Solvent: CN(C=O)C (N,N-dimethylformamide), CN(C=O)C (DMF). Reaction conditions: time 20 minute. Yields the product C(C)(C)(C)OC([C@@H](CCCN1C(C2=CC=CC=C2C1=O)=O)NC(=O)OC(C)(C)C)=O ((2R)-(t-butyloxycarbonylamino)-5-(1,3-dioxo-1,3-dihydroisoindol-2-yl)pentanoic acid t-butyl ester). Isolated yield 99.9%. As a reaction SMILES: [H-].[Na+].[C:3]1(=[O:13])[NH:7][C:6](=[O:8])[C:5]2=[CH:9][CH:10]=[CH:11][CH:12]=[C:4]12.[C:14]([O:18][C:19](=[O:33])[C@H:20]([NH:25][C:26]([O:28][C:29]([CH3:32])([CH3:31])[CH3:30])=[O:27])[CH2:21][CH2:22][CH2:23]I)([CH3:17])([CH3:16])[CH3:15]>CN(C)C=O.C1OCCOCCOCCOCCOCCOC1>[C:14]([O:18][C:19](=[O:33])[C@H:20]([NH:25][C:26]([O:28][C:29]([CH3:32])([CH3:31])[CH3:30])=[O:27])[CH2:21][CH2:22][CH2:23][N:7]1[C:3](=[O:13])[C:4]2[C:5](=[CH:9][CH:10]=[CH:11][CH:12]=2)[C:6]1=[O:8])([CH3:15])([CH3:16])[CH3:17] |f:0.1|. Reported procedure: Sodium hydride (0.522 g, 13.05 mmol) is added to a solution of phthalimide (2.33 g, 15.84 mmol) and 18-crown-6 (0.01 g) in 20 mL of N,N-dimethylformamide (DMF). After stirring at RT for 20 min, a solution of the title F compound, (2R)-(t-butyloxycarbonylamino)-5-iodopentanoic acid t-butyl ester (4.61 g, 11.55 mmol) in 5 mL of DMF is added, and the solution is stirred at RT for 30 min, then at 60° C. for 8 h. The solvent is removed under reduced pressure, and the residue is partitioned between 30... The reactants are O=C1C(CCCCCCCCCC1)CCC(=O)O (3-(2-oxocyclododecyl)-propionic acid), S(O)(O)(=O)=O (sulfuric acid), CO (methanol). The solvent is CCOCC (ether). Product: O=C1C(CCCCCCCCCC1)CCC(=O)OC (3-(2-Oxocyclododecyl)-propionic acid, Methyl Ester). Isolated yield 83.0%. Reaction SMILES: [O:1]=[C:2]1[CH2:13][CH2:12][CH2:11][CH2:10][CH2:9][CH2:8][CH2:7][CH2:6][CH2:5][CH2:4][CH:3]1[CH2:14][CH2:15][C:16]([OH:18])=[O:17].S(=O)(=O)(O)O.[CH3:24]O>CCOCC>[O:1]=[C:2]1[CH2:13][CH2:12][CH2:11][CH2:10][CH2:9][CH2:8][CH2:7][CH2:6][CH2:5][CH2:4][CH:3]1[CH2:14][CH2:15][C:16]([O:18][CH3:24])=[O:17]. Procedure: A solution of 3-(2-oxocyclododecyl)-propionic acid (7.0 g, 27.5 mmol) in methanol (80 mL) was treated with concentrated sulfuric acid (0.3 mL, 5.4 mmol) and the mixture heated under reflux for 1 hour. After concentration of the reaction mixture in vacuo the residue was diluted with ether (1.1L) and washed sequentially with saturated sodium bicarbonate (100 mL) and water (2×100 mL). The organic phase was dried over magnesium sulfate and evaporated in vacuo to a crude oil (7.1 g, 96%). Purificatio...